Dataset: the Open Reaction Database (ORD), a public repository of structured organic reaction records. Task: describe an organic reaction: reactants, conditions, products, and yield Reported procedure: 1-[3-Chloro-5-(trifluoromethyl)pyridin-2-yl]-5-methyl-N-[5-methyl-6-(4-oxocyclohexan-1-yl)pyridin-3-yl]-1H-pyrazole-4-carboxamide (234 mg) described in Example F36 was used in place of 1-[3-fluoro-5-(trifluoromethyl)pyridin-2-yl]-5-methyl-N-[5-methyl-6-(4-oxocyclohexan-1-yl)pyridin-3-yl]-1H-pyrazole-4-carboxamide in Example 29, and reacted and treated in a similar manner to give the titled compound (72 mg) as a white solid. The product is ClC=1C(=NC=C(C1)C(F)(F)F)N1N=CC(=C1C)C(=O)NC=1C=NC(=C(C1)C)[C@@H]1CC[C@H](CC1)O (trans-1-[3-Chloro-5-(trifluoromethyl)pyridin-2-yl]-N-[6-(1-hydroxycyclohexan-4-yl)-5-methylpyridin-3-yl]-5-methyl-1H-pyrazole-4-carboxamide). Reactants: ClC=1C(=NC=C(C1)C(F)(F)F)N1N=CC(=C1C)C(=O)NC=1C=NC(=C(C1)C)C1CCC(CC1)=O (1-[3-Chloro-5-(trifluoromethyl)pyridin-2-yl]-5-methyl-N-[5-methyl-6-(4-oxocyclohexan-1-yl)pyridin-3-yl]-1H-pyrazole-4-carboxamide), FC=1C(=NC=C(C1)C(F)(F)F)N1N=CC(=C1C)C(=O)NC=1C=NC(=C(C1)C)C1CCC(CC1)=O (1-[3-fluoro-5-(trifluoromethyl)pyridin-2-yl]-5-methyl-N-[5-methyl-6-(4-oxocyclohexan-1-yl)pyridin-3-yl]-1H-pyrazole-4-carboxamide). The yield is 30.6%. RXN SMILES: [Cl:1][C:2]1[C:3]([N:12]2[C:16]([CH3:17])=[C:15]([C:18]([NH:20][C:21]3[CH:22]=[N:23][C:24]([CH:28]4[CH2:33][CH2:32][C:31](=[O:34])[CH2:30][CH2:29]4)=[C:25]([CH3:27])[CH:26]=3)=[O:19])[CH:14]=[N:13]2)=[N:4][CH:5]=[C:6]([C:8]([F:11])([F:10])[F:9])[CH:7]=1.FC1C(N2C(C)=C(C(NC3C=NC(C4CCC(=O)CC4)=C(C)C=3)=O)C=N2)=NC=C(C(F)(F)F)C=1>>[Cl:1][C:2]1[C:3]([N:12]2[C:16]([CH3:17])=[C:15]([C:18]([NH:20][C:21]3[CH:22]=[N:23][C:24]([C@H:28]4[CH2:29][CH2:30][C@H:31]([OH:34])[CH2:32][CH2:33]4)=[C:25]([CH3:27])[CH:26]=3)=[O:19])[CH:14]=[N:13]2)=[N:4][CH:5]=[C:6]([C:8]([F:11])([F:10])[F:9])[CH:7]=1. The reactants are C1CCOC1, CCOc1cccc(-c2cc(OC)nc3ccc(C(O)(c4ccc(Cl)s4)c4cncn4C)cc23)c1, Cl. Yields the product CCOc1cccc(-c2cc(=O)[nH]c3ccc(C(O)(c4ccc(Cl)s4)c4cncn4C)cc23)c1. Reaction SMILES: [CH2:37]1[O:38][CH2:39][CH2:40][CH2:41]1.[Cl:1][c:2]1[cH:3][cH:4][c:5]([C:7]([OH:8])([c:9]2[n:10]([CH3:14])[cH:11][n:12][cH:13]2)[c:15]2[cH:16][c:17]3[c:18](-[c:27]4[cH:28][c:29]([O:33][CH2:34][CH3:35])[cH:30][cH:31][cH:32]4)[cH:19][c:20]([O:25][CH3:26])[n:21][c:22]3[cH:23][cH:24]2)[s:6]1.[ClH:36]>>[Cl:1][c:2]1[cH:3][cH:4][c:5]([C:7]([OH:8])([c:9]2[n:10]([CH3:14])[cH:11][n:12][cH:13]2)[c:15]2[cH:16][c:17]3[c:18](-[c:27]4[cH:28][c:29]([O:33][CH2:34][CH3:35])[cH:30][cH:31][cH:32]4)[cH:19][c:20](=[O:25])[nH:21][c:22]3[cH:23][cH:24]2)[s:6]1. The reactants are COc1cc2ncnc(Nc3ccc([N+](=O)[O-])cc3F)c2cc1OC, CO, CN(C)C=O. Yields the product COc1cc2ncnc(Nc3ccc(N)cc3F)c2cc1OC. As a reaction SMILES: [CH3:1][O:2][c:3]1[cH:4][c:5]2[c:6]([NH:15][c:16]3[c:17]([F:25])[cH:18][c:19]([N+:22]([O-:23])=[O:24])[cH:20][cH:21]3)[n:7][cH:8][n:9][c:10]2[cH:11][c:12]1[O:13][CH3:14].[CH3:31][OH:32].[O:26]=[CH:27][N:28]([CH3:29])[CH3:30]>>[CH3:1][O:2][c:3]1[cH:4][c:5]2[c:6]([NH:15][c:16]3[c:17]([F:25])[cH:18][c:19]([NH2:22])[cH:20][cH:21]3)[n:7][cH:8][n:9][c:10]2[cH:11][c:12]1[O:13][CH3:14]. Reactants: [H-].[Na+] (sodium hydride), BrCCCC1=C(C=NC=C1)Br (4-(3-bromopropyl)-3-bromopyridine), C(C1=CC=CC=C1)OC=1C=C(C(NC1)=O)C=1SC=C(N1)C (5-Benzyloxy-3-(4-methylthiazol-2-yl)-1H-pyridin-2-one), [Br-].[Li+] (lithium bromide). The solvent is COCCOC (DME), CN(C)C=O (DMF), COCCOC (DME). Run at temperature 0 celsius, time 10 minute. The product is C(C1=CC=CC=C1)OC=1C=C(C(N(C1)CCCC1=C(C=NC=C1)Br)=O)C=1SC=C(N1)C (5-Benzyloxy-1-[3-(3-bromopyridin-4-yl)propyl]-3-(4-methylthiazol-2-yl)-1H-pyridin-2-one). The yield is 83.0%. As a reaction SMILES: [CH2:1]([O:8][C:9]1[CH:10]=[C:11]([C:16]2[S:17][CH:18]=[C:19]([CH3:21])[N:20]=2)[C:12](=[O:15])[NH:13][CH:14]=1)[C:2]1[CH:7]=[CH:6][CH:5]=[CH:4][CH:3]=1.[H-].[Na+].[Br-].[Li+].Br[CH2:27][CH2:28][CH2:29][C:30]1[CH:35]=[CH:34][N:33]=[CH:32][C:31]=1[Br:36]>CN(C=O)C.COCCOC>[CH2:1]([O:8][C:9]1[CH:10]=[C:11]([C:16]2[S:17][CH:18]=[C:19]([CH3:21])[N:20]=2)[C:12](=[O:15])[N:13]([CH2:27][CH2:28][CH2:29][C:30]2[CH:35]=[CH:34][N:33]=[CH:32][C:31]=2[Br:36])[CH:14]=1)[C:2]1[CH:7]=[CH:6][CH:5]=[CH:4][CH:3]=1 |f:1.2,3.4|. Procedure: Prepared by a modification of the procedure reported in Tetrahedron Lett., 1995, 8917. 5-Benzyloxy-3-(4-methylthiazol-2-yl)-1H-pyridin-2-one (3.3 mmol) was dissolved in DMF (5 ml) and DME (20 ml). The reaction mixture was cooled to 0° C. and treated with sodium hydride (3.5 mmol). After 10 min, the reaction mixture was treated with lithium bromide (6.6 mmol) and stirred for 15 min at room temperature. The reaction mixture was treated with a solution of 4-(3-bromopropyl)-3-bromopyridine (5.0 mmol... The reactants are CI, CN(C)C=O, COc1cc(N2CCN(C(=O)Cn3nc(C(F)(F)F)c(Cl)c3C)CC2CO)ccc1Cl, [H-], [Na+]. Product: COCC1CN(C(=O)Cn2nc(C(F)(F)F)c(Cl)c2C)CCN1c1ccc(Cl)c(OC)c1. RXN SMILES: [CH3:32][I:33].[CH3:36][N:37]([CH3:38])[CH:39]=[O:40].[Cl:1][c:2]1[c:3]([O:30][CH3:31])[cH:4][c:5]([N:8]2[CH:9]([CH2:28][OH:29])[CH2:10][N:11]([C:14]([CH2:15][n:16]3[n:17][c:18]([C:23]([F:24])([F:25])[F:26])[c:19]([Cl:22])[c:20]3[CH3:21])=[O:27])[CH2:12][CH2:13]2)[cH:6][cH:7]1.[H-:34].[Na+:35]>>[Cl:1][c:2]1[c:3]([O:30][CH3:31])[cH:4][c:5]([N:8]2[CH:9]([CH2:28][O:29][CH3:32])[CH2:10][N:11]([C:14]([CH2:15][n:16]3[n:17][c:18]([C:23]([F:24])([F:25])[F:26])[c:19]([Cl:22])[c:20]3[CH3:21])=[O:27])[CH2:12][CH2:13]2)[cH:6][cH:7]1. The reactants are C[SiH](C)Oc1c(CCl)occ(C(C)(C)C)c1=O, CN(C)C=O, [N-]=[N+]=[N-], [Na+]. Yields the product C[SiH](C)Oc1c(CN)occ(C(C)(C)C)c1=O. As a reaction SMILES: [C:1]([CH3:2])([CH3:3])([CH3:4])[c:5]1[c:6](=[O:17])[c:7]([O:13][SiH:14]([CH3:15])[CH3:16])[c:8]([CH2:11][Cl:12])[o:9][cH:10]1.[CH3:22][N:23]([CH3:24])[CH:25]=[O:26].[N-:19]=[N+:20]=[N-:21].[Na+:18]>>[C:1]([CH3:2])([CH3:3])([CH3:4])[c:5]1[c:6](=[O:17])[c:7]([O:13][SiH:14]([CH3:15])[CH3:16])[c:8]([CH2:11][NH2:19])[o:9][cH:10]1.